describe an organic reaction: reactants, conditions, products, and yield From a dataset of the Open Reaction Database (ORD), a public repository of structured organic reaction records. The reactants are NC1=CC=CC(=N1)C1=C(OC2=CC(=C(C=C2F)S(=O)(=O)N(C2=NC=NS2)CC2=C(C=C(C=C2)OC)OC)F)C=CC(=C1)Cl (4-(2-(6-aminopyridin-2-yl)-4-chlorophenoxy)-N-(2,4-dimethoxybenzyl)-2,5-difluoro-N-(1,2,4-thiadiazol-5-yl)benzenesulfonamide), C([O-])(O)=O.[Na+] (sodium bicarbonate), ClCC=O (chloroacetaldehyde). Solvent: C(C)O (ethanol), O (water), ClCCl (dichloromethane), O (water). Reaction conditions: time 5 hour. Yields the product ClC1=CC(=C(OC2=CC(=C(C=C2F)S(=O)(=O)NC2=NC=NS2)F)C=C1)C1=CC=CC=2N1C=CN2 (4-(4-chloro-2-(imidazo[1,2-a]pyridin-5-yl)phenoxy)-2,5-difluoro-N-(1,2,4-thiadiazol-5-yl)benzenesulfonamide). The yield is 43.0%. Reaction SMILES: [NH2:1][C:2]1[N:7]=[C:6]([C:8]2[CH:42]=[C:41]([Cl:43])[CH:40]=[CH:39][C:9]=2[O:10][C:11]2[C:16]([F:17])=[CH:15][C:14]([S:18]([N:21](CC3C=CC(OC)=CC=3OC)[C:22]3[S:26][N:25]=[CH:24][N:23]=3)(=[O:20])=[O:19])=[C:13]([F:38])[CH:12]=2)[CH:5]=[CH:4][CH:3]=1.C(=O)(O)[O-].[Na+].Cl[CH2:50][CH:51]=O>C(O)C.O.ClCCl>[Cl:43][C:41]1[CH:40]=[CH:39][C:9]([O:10][C:11]2[C:16]([F:17])=[CH:15][C:14]([S:18]([NH:21][C:22]3[S:26][N:25]=[CH:24][N:23]=3)(=[O:19])=[O:20])=[C:13]([F:38])[CH:12]=2)=[C:8]([C:6]2[N:7]3[CH:50]=[CH:51][N:1]=[C:2]3[CH:3]=[CH:4][CH:5]=2)[CH:42]=1 |f:1.2|. Reported procedure: To a stirred solution of 4-(2-(6-aminopyridin-2-yl)-4-chlorophenoxy)-N-(2,4-dimethoxybenzyl)-2,5-difluoro-N-(1,2,4-thiadiazol-5-yl)benzenesulfonamide (2.43 g, 3.75 mmol) in ethanol (75 mL) and water (9 mL) was added sodium bicarbonate (0.41 g, 4.9 mmol) and chloroacetaldehyde (50% w/w in water, 0.63 mL, 4.9 mmol) at ambient temperature. The mixture was heated at reflux for 16 h, allowed to cool to ambient temperature and diluted with dichloromethane (200 mL) and water (20 mL). The organic layer ... Starting materials: ClC1=C(C=CC=C1)C1=CC=C(S1)CO ([5-(2-Chlorophenyl)-2-thienyl]methanol), C1(=CC=CC=C1)P(C1=CC=CC=C1)C1=CC=CC=C1 (triphenylphosphine), C(Br)(Br)(Br)Br (carbon tetrabromide). Run in C1CCOC1 (THF). Conditions: time 16 hour. Product: BrCC=1SC(=CC1)C1=C(C=CC=C1)Cl (2-(Bromomethyl)-5-(2-chlorophenyl)thiophene). Reaction SMILES: [Cl:1][C:2]1[CH:7]=[CH:6][CH:5]=[CH:4][C:3]=1[C:8]1[S:12][C:11]([CH2:13]O)=[CH:10][CH:9]=1.C1(P(C2C=CC=CC=2)C2C=CC=CC=2)C=CC=CC=1.C(Br)(Br)(Br)[Br:35]>C1COCC1>[Br:35][CH2:13][C:11]1[S:12][C:8]([C:3]2[CH:4]=[CH:5][CH:6]=[CH:7][C:2]=2[Cl:1])=[CH:9][CH:10]=1. Procedure: 200 mg (0.74 mmol) of the compound from Example 52A and 291 mg (1.11 mmol) of triphenylphosphine were dissolved in 8 ml of THF, and 367 mg (1.11 mmol) of carbon tetrabromide were added at RT. The mixture was then stirred at RT for 16 h. For work-up, the mixture was filtered through 20 g of kieselguhr, the filter residue was rinsed with ethyl acetate and the filtrate was concentrated under reduced pressure. The residue was purified chromatographically on silica gel (mobile phase: cyclohexane/ethy...